The task is: describe an organic reaction: reactants, conditions, products, and yield. This data is from the Open Reaction Database (ORD), a public repository of structured organic reaction records. The reactants are [OH-].[Na+] (sodium hydroxide), NOC/C=C/C(=O)OC(C)(C)C (tert-butyl 4-aminooxycrotonate), C(C)O (ethanol), C(=O)NC=1SC=C(N1)C(C(=O)O)=O ((2-formamidothiazol-4-yl)glyoxylic acid). The solvent is CCCCCC (n-hexane), O (water), O1CCCC1 (tetrahydrofuran), O1CCCC1 (tetrahydrofuran), CCCCCC (n-hexane). Reaction conditions: time 2 hour. The product is C(C)(C)(C)OC(=O)C=CCON=C(C(=O)O)C=1N=C(SC1)NC=O (2-(3-t-butoxycarbonyl-2-propenyloxyimino)-2-(2-formamidothiazol-4-yl)acetic acid). The yield is 61.5%. Reaction SMILES: [NH2:1][O:2][CH2:3]/[CH:4]=[CH:5]/[C:6]([O:8][C:9]([CH3:12])([CH3:11])[CH3:10])=[O:7].C(O)C.[CH:16]([NH:18][C:19]1[S:20][CH:21]=[C:22]([C:24](=O)[C:25]([OH:27])=[O:26])[N:23]=1)=[O:17].[OH-].[Na+]>O1CCCC1.CCCCCC.O>[C:9]([O:8][C:6]([CH:5]=[CH:4][CH2:3][O:2][N:1]=[C:24]([C:22]1[N:23]=[C:19]([NH:18][CH:16]=[O:17])[S:20][CH:21]=1)[C:25]([OH:27])=[O:26])=[O:7])([CH3:12])([CH3:11])[CH3:10] |f:3.4|. Procedure details: To tert-butyl 4-aminooxycrotonate (10.0 g) were added ethanol (150 ml) and water (150 ml), followed by gradually adding (2-formamidothiazol-4-yl)glyoxylic acid (11.0 g) with stirring. During the addition, the mixture was adjusted to pH 5 to 5.5 with 10% aqueous sodium hydroxide, and the stirring was continued at ambient temperature for 2 hours. After removal of the ethanol, to the remaining aqueous solution was added ethyl acetate, followed by adjusting to pH 7.5 with 10% aqueous sodium hydroxid...